This data is from the Open Reaction Database (ORD), a public repository of structured organic reaction records. The task is: describe an organic reaction: reactants, conditions, products, and yield Reactants: ClC1=CC(=C(C#N)C=C1)F (4-chloro-2-fluorobenzonitrile), OS(=O)(=O)O (H2SO4), [N+](=O)(O)[O-] (HNO3). Run at temperature 1.5 celsius, time 2 hour. Yields the product ClC1=CC(=C(C#N)C=C1[N+](=O)[O-])F (4-Chloro-2-fluoro-5-nitrobenzonitrile). As a reaction SMILES: [Cl:1][C:2]1[CH:9]=[CH:8][C:5]([C:6]#[N:7])=[C:4]([F:10])[CH:3]=1.OS(O)(=O)=O.[N+:16]([O-])([OH:18])=[O:17]>>[Cl:1][C:2]1[C:9]([N+:16]([O-:18])=[O:17])=[CH:8][C:5]([C:6]#[N:7])=[C:4]([F:10])[CH:3]=1. Procedure details: A mixture of 4-chloro-2-fluorobenzonitrile (4.62 g; 29.7 mmol) in cone. H2SO4 (42 mL) was treated dropwise with cone. HNO3 (3.9 mL) at 1-2° C. After stirring at 1-2° C. for 2 h the mixture was poured into ice and filtered to give the sub-title compound. Yield: 5.18 g (87%). Reactants: COCCl, ClCCl, C1CCOC1, COC(=O)c1cc(O)no1. Product: COCOc1cc(C(=O)OC)on1. RXN SMILES: [CH3:11][O:12][CH2:13][Cl:14].[Cl:20][CH2:21][Cl:22].[O:15]1[CH2:16][CH2:17][CH2:18][CH2:19]1.[OH:1][c:2]1[n:3][o:4][c:5]([C:7](=[O:8])[O:9][CH3:10])[cH:6]1>>[O:1]([c:2]1[n:3][o:4][c:5]([C:7](=[O:8])[O:9][CH3:10])[cH:6]1)[CH2:13][O:12][CH3:11]. RXN SMILES: [Br:1][c:2]1[cH:3][c:4]([C:10]2=[N:11][O:12][C:13]([C:15]([F:16])([F:17])[F:18])([c:19]3[cH:20][c:21]([Cl:26])[cH:22][c:23]([Cl:25])[cH:24]3)[CH2:14]2)[cH:5][cH:6][c:7]1[CH2:8][Br:9].[C:35](=[O:36])([O-:37])[O-:38].[C:44]([O:45][CH3:46])([CH3:47])([CH3:48])[CH3:49].[CH3:41][C:42]#[N:43].[K+:39].[K+:40].[NH2:27][CH2:28][c:29]1[n:30][cH:31][cH:32][cH:33][cH:34]1>>[Br:1][c:2]1[cH:3][c:4]([C:10]2=[N:11][O:12][C:13]([C:15]([F:16])([F:17])[F:18])([c:19]3[cH:20][c:21]([Cl:26])[cH:22][c:23]([Cl:25])[cH:24]3)[CH2:14]2)[cH:5][cH:6][c:7]1[CH2:8][NH:27][CH2:28][c:29]1[n:30][cH:31][cH:32][cH:33][cH:34]1. Yields the product FC(F)(F)C1(c2cc(Cl)cc(Cl)c2)CC(c2ccc(CNCc3ccccn3)c(Br)c2)=NO1. Reactants: FC(F)(F)C1(c2cc(Cl)cc(Cl)c2)CC(c2ccc(CBr)c(Br)c2)=NO1, O=C([O-])[O-], COC(C)(C)C, CC#N, [K+], [K+], NCc1ccccn1. The reactants are C(C)(=O)OCC (ethyl acetate), ClC=1C=CC(=C(OC=2C=C(C=CC2)[C@@H](C)NC(OC(C)(C)C)=O)C1)[N+](=O)[O-] (tert-butyl(1R)-(-)-1-[3-(5-chloro-2-nitrophenoxy)phenyl]ethylcarbamate), BrCCCC(=O)OCC (ethyl 4-bromobutyrate), C([O-])([O-])=O.[K+].[K+] (potassium carbonate). The reagents and catalysts are [C].[Pd] (carbon palladium). Run in CN(C=O)C (N,N-dimethylformamide), O (water). Run at time 1 hour. Product: C(C)(C)(C)OC(=O)N[C@H](C)C=1C=C(OC2=C(C=CC(=C2)Cl)NCCCC(=O)OCC)C=CC1 (ethyl 4-[N-[2-[3-[(1R)-1-tert-butoxycarbonylaminoethyl]phenoxy]-4-chlorophenyl]]aminobutyrate). Yield: 56.5%. Reaction SMILES: C(OCC)(=O)C.[Cl:7][C:8]1[CH:9]=[CH:10][C:11]([N+:31]([O-])=O)=[C:12]([CH:30]=1)[O:13][C:14]1[CH:15]=[C:16]([C@H:20]([NH:22][C:23](=[O:29])[O:24][C:25]([CH3:28])([CH3:27])[CH3:26])[CH3:21])[CH:17]=[CH:18][CH:19]=1.Br[CH2:35][CH2:36][CH2:37][C:38]([O:40][CH2:41][CH3:42])=[O:39].C(=O)([O-])[O-].[K+].[K+]>[C].[Pd].O.CN(C)C=O>[C:25]([O:24][C:23]([NH:22][C@@H:20]([C:16]1[CH:15]=[C:14]([CH:19]=[CH:18][CH:17]=1)[O:13][C:12]1[CH:30]=[C:8]([Cl:7])[CH:9]=[CH:10][C:11]=1[NH:31][CH2:35][CH2:36][CH2:37][C:38]([O:40][CH2:41][CH3:42])=[O:39])[CH3:21])=[O:29])([CH3:28])([CH3:27])[CH3:26] |f:3.4.5,6.7|. Procedure: 5% carbon-palladium (1.I g) was added to an ethyl acetate (50 ml) solution of tert-butyl(1R)-(-)-1-[3-(5-chloro-2-nitrophenoxy)phenyl]ethylcarbamate (3.5 g, 8.9 mmols). The resulting mixture was hydrogenated at room temperature under atmospheric pressure for 1 hour. The catalyst was removed through filtration, and the filtrate was concentrated under reduced pressure. The residue was stirred with ethyl 4-bromobutyrate (7 g, 36 mmols), potassium carbonate (3.7 g, 27 mmols) and N,N-dimethylformamid... Run in C(Cl)(Cl)(Cl)Cl (carbon tetrachloride). Reaction SMILES: [Cl:1][C:2]1[CH:7]=[CH:6][C:5]([CH3:8])=[CH:4][C:3]=1[O:9][CH3:10].[Br:11]N1C(=O)CCC1=O>C(Cl)(Cl)(Cl)Cl.C(OOC(=O)C1C=CC=CC=1)(=O)C1C=CC=CC=1>[Cl:1][C:2]1[CH:7]=[CH:6][C:5]([CH2:8][Br:11])=[CH:4][C:3]=1[O:9][CH3:10]. Starting materials: ClC1=C(C=C(C=C1)C)OC (2-chloro-5-methylanisole), BrN1C(CCC1=O)=O (N-bromosuccinimide). Product: ClC1=C(C=C(CBr)C=C1)OC (4-Chloro-3-methoxybenzylbromide). Reaction conditions: temperature 105 celsius. Reported procedure: 57 g (363.96 mmol) of 2-chloro-5-methylanisole is dissolved in 800 ml of carbon tetrachloride and mixed at room temperature with 69.9 g (393.08 mmol) of N-bromosuccinimide. After 174.6 mg of benzoyl peroxide is added, it is refluxed for five hours (bath temperature 105° C.). The reaction mixture is suctioned off through a glass-pleated filter, rewashed, and the solution is spun in in a rotary evaporator. 83.6 g (97.5%) of the desired product (contains traces of starting material and dibromide) i... Reagents/catalysts: C(C1=CC=CC=C1)(=O)OOC(C1=CC=CC=C1)=O (benzoyl peroxide). The yield is 97.5%.